From a dataset of the Open Reaction Database (ORD), a public repository of structured organic reaction records. describe an organic reaction: reactants, conditions, products, and yield Reactants: O=C([O-])[O-], COC(=O)c1ccc2c(c1)SCCC2NC(=O)OC(C)(C)C, [K+], [K+]. The product is CC(C)(C)OC(=O)NC1CCSc2cc(C(=O)O)ccc21. Reaction SMILES: [C:23](=[O:24])([O-:25])[O-:26].[CH3:1][O:2][C:3](=[O:4])[c:5]1[cH:6][cH:7][c:8]2[c:13]([cH:14]1)[S:12][CH2:11][CH2:10][CH:9]2[NH:15][C:16](=[O:17])[O:18][C:19]([CH3:20])([CH3:21])[CH3:22].[K+:27].[K+:28]>>[O:2]=[C:3]([OH:4])[c:5]1[cH:6][cH:7][c:8]2[c:13]([cH:14]1)[S:12][CH2:11][CH2:10][CH:9]2[NH:15][C:16](=[O:17])[O:18][C:19]([CH3:20])([CH3:21])[CH3:22]. Reactants: C(C1=CC=CC=C1)OCCCCOC1(CN(C1)C(=O)OC(C)(C)C)C1=C(C=CC=C1)C (tert-butyl 3-(4-benzyloxybutoxy)-3-o-tolylazetidine-1-carboxylate), FC(C(=O)O)(F)F (trifluoroacetic acid). Solvent: ClCCl (dichloromethane). Conditions: time 1 hour. The product is FC(C(=O)O)(F)F.C(C1=CC=CC=C1)OCCCCOC1(CNC1)C1=C(C=CC=C1)C (3-(4-benzyloxybutoxy)-3-o-tolylazetidine trifluoroacetate). Yield: 101.6%. RXN SMILES: [CH2:1]([O:8][CH2:9][CH2:10][CH2:11][CH2:12][O:13][C:14]1([C:25]2[CH:30]=[CH:29][CH:28]=[CH:27][C:26]=2[CH3:31])[CH2:17][N:16](C(OC(C)(C)C)=O)[CH2:15]1)[C:2]1[CH:7]=[CH:6][CH:5]=[CH:4][CH:3]=1.[F:32][C:33]([F:38])([F:37])[C:34]([OH:36])=[O:35]>ClCCl>[F:32][C:33]([F:38])([F:37])[C:34]([OH:36])=[O:35].[CH2:1]([O:8][CH2:9][CH2:10][CH2:11][CH2:12][O:13][C:14]1([C:25]2[CH:30]=[CH:29][CH:28]=[CH:27][C:26]=2[CH3:31])[CH2:17][NH:16][CH2:15]1)[C:2]1[CH:7]=[CH:6][CH:5]=[CH:4][CH:3]=1 |f:3.4|. Procedure: 1.43 g (3.36 mmol) of tert-butyl 3-(4-benzyloxybutoxy)-3-o-tolylazetidine-1-carboxylate are dissolved in 10 ml of dichloromethane. 4 ml (52 mmol) of trifluoroacetic acid are added dropwise and the mixture is stirred at room temperature for 1 hour and then concentrated to dryness. 1.5 g of 3-(4-benzyloxybutoxy)-3-o-tolylazetidine trifluoroacetate are obtained in the form of a colourless oil in quantitative yield. The reactants are [H-].[Na+] (sodium hydride), [N+](=O)([O-])C1=CC=C(C(=O)C2=CC=CC=C2)C=C1 (4-nitrobenzophenone), suspension, C(C)OC(=O)CP(OCC)(OCC)=O (diethyl ethoxycarbonylmethylphosphonate). Solvent: COCCOC (1,2-dimethoxyethane), COCCOC (1,2-dimethoxyethane). Conditions: time 1.5 hour. Product: C1(=CC=CC=C1)C(=CC(=O)OCC)C1=CC=C(C=C1)[N+](=O)[O-] (Ethyl 3-Phenyl-3-(4-nitrophenyl)propenoate). As a reaction SMILES: [H-].[Na+].[CH2:3]([O:5][C:6]([CH2:8]P(=O)(OCC)OCC)=[O:7])[CH3:4].[N+:17]([C:20]1[CH:33]=[CH:32][C:23]([C:24]([C:26]2[CH:31]=[CH:30][CH:29]=[CH:28][CH:27]=2)=O)=[CH:22][CH:21]=1)([O-:19])=[O:18]>COCCOC>[C:26]1([C:24]([C:23]2[CH:32]=[CH:33][C:20]([N+:17]([O-:19])=[O:18])=[CH:21][CH:22]=2)=[CH:8][C:6]([O:5][CH2:3][CH3:4])=[O:7])[CH:31]=[CH:30][CH:29]=[CH:28][CH:27]=1 |f:0.1|. Reported procedure: To a stirred suspension of sodium hydride, derived from 10.56 g. of a 50% suspension in mineral oil, in 400 ml. of 1,2-dimethoxyethane was added 51.6 g. of diethyl ethoxycarbonylmethylphosphonate, during 1 hour. When gas evolution ceased, a solution of 47.7 g. of 4-nitrobenzophenone in 400 ml. of 1,2-dimethoxyethane was added, dropwise, during 1.5 hours. Stirring was continued overnight and then the solvent was removed by evaporation in vacuo. The residue was partitioned between ethyl acetate an... Starting materials: FC1=C(C=CC(=C1)F)NN.Cl ((2,4-difluorophenyl)hydrazine•hydrochloride), C([O-])([O-])=O.[K+].[K+] (potassium carbonate), C(C)OC=C(C(=O)OCC)C(=O)OCC (diethyl ethoxymethylenemalonate). The solvent is O (water). Yields the product FC1=C(C=CC(=C1)F)N1NC=C(C1=O)C(=O)OCC (ethyl 2-(2,4-difluorophenyl)-3-oxo-2,3-dihydro-1H-pyrazole-4-carboxylate). Yield: 66.6%. Reaction SMILES: [F:1][C:2]1[CH:7]=[C:6]([F:8])[CH:5]=[CH:4][C:3]=1[NH:9][NH2:10].Cl.C(=O)([O-])[O-].[K+].[K+].C([O:20][CH:21]=[C:22]([C:28](OCC)=O)[C:23]([O:25][CH2:26][CH3:27])=[O:24])C>O>[F:1][C:2]1[CH:7]=[C:6]([F:8])[CH:5]=[CH:4][C:3]=1[N:9]1[C:21](=[O:20])[C:22]([C:23]([O:25][CH2:26][CH3:27])=[O:24])=[CH:28][NH:10]1 |f:0.1,2.3.4|. Procedure: In the same manner as in Reference Example 63 and using (2,4-difluorophenyl)hydrazine•hydrochloride (5.1 g, 28 mmol), water (100 mL), potassium carbonate (8.6 g, 62 mmol) and diethyl ethoxymethylenemalonate (7.4 g, 34 mmol) as starting materials, the title compound (5.0 g, 66%) was obtained as a pale-yellow solid.